This data is from the Open Reaction Database (ORD), a public repository of structured organic reaction records. The task is: describe an organic reaction: reactants, conditions, products, and yield Reactants: O=C([O-])[O-], CCO, Cl, [NH4+], [NH4+], CCOC(=O)CCN(C(=O)c1ccc2c(c1)nc(SCc1ccc(C#N)cc1)n2C)c1ccccc1. Yields the product Cl, CCOC(=O)CCN(C(=O)c1ccc2c(c1)nc(SCc1ccc(C(=N)N)cc1)n2C)c1ccccc1. RXN SMILES: [C:38](=[O:39])([O-:40])[O-:41].[CH3:44][CH2:45][OH:46].[ClH:37].[NH4+:42].[NH4+:43].[c:1]1([N:7]([C:8](=[O:9])[c:10]2[cH:11][c:12]3[c:13]([n:14]([CH3:27])[c:15]([S:17][CH2:18][c:19]4[cH:20][cH:21][c:22]([C:25]#[N:26])[cH:23][cH:24]4)[n:16]3)[cH:28][cH:29]2)[CH2:30][CH2:31][C:32](=[O:33])[O:34][CH2:35][CH3:36])[cH:2][cH:3][cH:4][cH:5][cH:6]1>>[ClH:37].[c:1]1([N:7]([C:8](=[O:9])[c:10]2[cH:11][c:12]3[c:13]([n:14]([CH3:27])[c:15]([S:17][CH2:18][c:19]4[cH:20][cH:21][c:22]([C:25]([NH2:26])=[NH:42])[cH:23][cH:24]4)[n:16]3)[cH:28][cH:29]2)[CH2:30][CH2:31][C:32](=[O:33])[O:34][CH2:35][CH3:36])[cH:2][cH:3][cH:4][cH:5][cH:6]1. Reactants: CC(O)COC(C)COC(C)CO, CCCCCCC, COC(=O)C1CCC2OC2C1. Yields the product CC(O)COC(C)COC(C)CO, O=C(O)C1CCC2OC2C1. As a reaction SMILES: [CH3:12][CH:13]([CH2:14][O:15][CH:16]([CH3:17])[CH2:18][O:19][CH:20]([CH3:21])[CH2:22][OH:23])[OH:24].[CH3:25][CH2:26][CH2:27][CH2:28][CH2:29][CH2:30][CH3:31].[O:1]1[CH:2]2[CH2:3][CH:4]([C:8](=[O:9])[O:10][CH3:11])[CH2:5][CH2:6][CH:7]12>>[CH3:12][CH:13]([CH2:14][O:15][CH:16]([CH3:17])[CH2:18][O:19][CH:20]([CH3:21])[CH2:22][OH:23])[OH:24].[O:1]1[CH:2]2[CH2:3][CH:4]([C:8](=[O:9])[OH:10])[CH2:5][CH2:6][CH:7]12. Starting materials: C(C)O[SiH](OCC)OCC (hydridotriethoxysilane), C(C1CO1)OCC=C (allyl glycidyl ether), mixture. Run at temperature 150 celsius, time 30 minute. The product is C(C1CO1)OCCC[Si](OCC)(OCC)OCC (3-glycidoxypropyltriethoxysilane). Yield: 62.6%. Reaction SMILES: [CH2:1]([O:3][SiH:4]([O:8][CH2:9][CH3:10])[O:5][CH2:6][CH3:7])[CH3:2].[CH2:11]([O:15][CH2:16][CH:17]=[CH2:18])[CH:12]1[O:14][CH2:13]1>>[CH2:11]([O:15][CH2:16][CH2:17][CH2:18][Si:4]([O:8][CH2:9][CH3:10])([O:5][CH2:6][CH3:7])[O:3][CH2:1][CH3:2])[CH:12]1[O:14][CH2:13]1. Procedure details: 140 g (0.85 mol) of hydridotriethoxysilane were mixed with 100 g (0.88 mol) of allyl glycidyl ether, and 10 g of this mixture were initially introduced into a reaction vessel at 95° C. under normal pressure with 100 mg (9.5×10-5 mol) of tetrakis(1-phenyl-3-n-hexyl-1-triazenido) platinum complex. The remainder of the above mentioned was added dropwise to the mixture in the course of 80 minutes, the temperature rose to 160° C. When the addition was complete, the reaction mixture was stirred at 150... Starting materials: [Al+3], ClCCl, [Cl-], [Cl-], [Cl-], COc1cc(F)c(F)c(C(=O)c2cnc(NC3CCN(S(C)(=O)=O)CC3)nc2N)c1OC. Product: COc1cc(F)c(F)c(C(=O)c2cnc(NC3CCN(S(C)(=O)=O)CC3)nc2N)c1O. As a reaction SMILES: [Al+3:34].[CH2:37]([Cl:38])[Cl:39].[Cl-:33].[Cl-:35].[Cl-:36].[NH2:1][c:2]1[n:3][c:4]([NH:22][CH:23]2[CH2:24][CH2:25][N:26]([S:29](=[O:30])(=[O:31])[CH3:32])[CH2:27][CH2:28]2)[n:5][cH:6][c:7]1[C:8](=[O:9])[c:10]1[c:11]([F:21])[c:12]([F:20])[cH:13][c:14]([O:18][CH3:19])[c:15]1[O:16][CH3:17]>>[NH2:1][c:2]1[n:3][c:4]([NH:22][CH:23]2[CH2:24][CH2:25][N:26]([S:29](=[O:30])(=[O:31])[CH3:32])[CH2:27][CH2:28]2)[n:5][cH:6][c:7]1[C:8](=[O:9])[c:10]1[c:11]([F:21])[c:12]([F:20])[cH:13][c:14]([O:18][CH3:19])[c:15]1[OH:16]. As a reaction SMILES: [C:1]([CH3:2])([CH3:3])([CH3:4])[O:5][C:6](=[O:7])[N:8]1[CH:9]([CH2:21][OH:22])[CH:10]([O:13][Si:14]([CH3:15])([CH3:16])[C:17]([CH3:18])([CH3:19])[CH3:20])[CH2:11][CH2:12]1.[CH3:23][N+:24]1([O-:25])[CH2:26][CH2:27][O:28][CH2:29][CH2:30]1.[CH3:31][C:32]#[N:33].[CH3:37][CH2:38][CH2:39][CH2:40][CH2:41][CH3:42].[Cl:34][CH2:35][Cl:36]>>[C:1]([CH3:2])([CH3:3])([CH3:4])[O:5][C:6](=[O:7])[N:8]1[CH:9]([CH:21]=[O:22])[CH:10]([O:13][Si:14]([CH3:15])([CH3:16])[C:17]([CH3:18])([CH3:19])[CH3:20])[CH2:11][CH2:12]1. Product: CC(C)(C)OC(=O)N1CCC(O[Si](C)(C)C(C)(C)C)C1C=O. Reactants: CC(C)(C)OC(=O)N1CCC(O[Si](C)(C)C(C)(C)C)C1CO, C[N+]1([O-])CCOCC1, CC#N, CCCCCC, ClCCl. Reactants: C(C1=CC=CC=C1)OC1=C(C=CC(=C1)N(CCCC)CCCC)C=CC1=CC=C(S1)C=O (5-[2-(2-benzyloxy-4-dibutylaminophenyl)vinyl]thiophene-2-carboaldehyde), C(#N)C=1C(OC(C1C)(C(F)(F)F)C)=C(C#N)C#N (2-(3-cyano-4,5-dimethyl-5-trifluoromethyl-2(5H)-furanylidene)propanedinitrile). Run in C(C)O (ethanol), O1CCCC1 (tetrahydrofuran). Reaction conditions: time 19 hour. Product: C(C1=CC=CC=C1)OC1=C(C=CC(=C1)N(CCCC)CCCC)C=CC1=CC=C(S1)C=CC1=C(C(OC1(C(F)(F)F)C)=C(C#N)C#N)C#N (2-[4-[2-[5-[2-(2-benzyloxy-4-dibutylaminophenyl)vinyl]thiophene-2-yl]vinyl]-3-cyano-5-methyl-5-trifluoromethyl-2(5H)-furanylidene]propanedinitrile). The yield is 84.0%. As a reaction SMILES: [CH2:1]([O:8][C:9]1[CH:14]=[C:13]([N:15]([CH2:20][CH2:21][CH2:22][CH3:23])[CH2:16][CH2:17][CH2:18][CH3:19])[CH:12]=[CH:11][C:10]=1[CH:24]=[CH:25][C:26]1[S:30][C:29]([CH:31]=O)=[CH:28][CH:27]=1)[C:2]1[CH:7]=[CH:6][CH:5]=[CH:4][CH:3]=1.[C:33]([C:35]1[C:36](=[C:46]([C:49]#[N:50])[C:47]#[N:48])[O:37][C:38]([CH3:45])([C:41]([F:44])([F:43])[F:42])[C:39]=1[CH3:40])#[N:34]>C(O)C.O1CCCC1>[CH2:1]([O:8][C:9]1[CH:14]=[C:13]([N:15]([CH2:20][CH2:21][CH2:22][CH3:23])[CH2:16][CH2:17][CH2:18][CH3:19])[CH:12]=[CH:11][C:10]=1[CH:24]=[CH:25][C:26]1[S:30][C:29]([CH:31]=[CH:40][C:39]2[C:38]([CH3:45])([C:41]([F:44])([F:42])[F:43])[O:37][C:36](=[C:46]([C:47]#[N:48])[C:49]#[N:50])[C:35]=2[C:33]#[N:34])=[CH:28][CH:27]=1)[C:2]1[CH:3]=[CH:4][CH:5]=[CH:6][CH:7]=1. Procedure details: In 10 ml of ethanol and 2 ml of tetrahydrofuran were dissolved 730 mg (1.63 mmol) of 5-[2-(2-benzyloxy-4-dibutylaminophenyl)vinyl]thiophene-2-carboaldehyde and 380 mg (1.5 mmol) of 2-(3-cyano-4,5-dimethyl-5-trifluoromethyl-2(5H)-furanylidene)propanedinitrile. The mixture was stirred at room temperature for 19 hours and further stirred with heating at 50° C. for 6 hours. The solvent was evaporated off and the residue was washed with ethanol to give 860 mg of a dark reddish brown crystal (yield: 9... Starting materials: [BH3-]C#N, CCOC(=O)Cc1c(C)oc2ccc(C=O)cc12, CNC, CC(=O)O, CCO, [Na+]. The product is CCOC(=O)Cc1c(C)oc2ccc(CN(C)C)cc12. RXN SMILES: [C:26]([BH3-:27])#[N:28].[CH2:1]([CH3:2])[O:3][C:4]([CH2:5][c:6]1[c:7]([CH3:17])[o:8][c:9]2[c:10]1[cH:11][c:12]([CH:15]=[O:16])[cH:13][cH:14]2)=[O:18].[CH3:19][NH:20][CH3:21].[CH3:22][C:23](=[O:24])[OH:25].[CH3:30][CH2:31][OH:32].[Na+:29]>>[CH2:1]([CH3:2])[O:3][C:4]([CH2:5][c:6]1[c:7]([CH3:17])[o:8][c:9]2[c:10]1[cH:11][c:12]([CH2:15][N:20]([CH3:19])[CH3:21])[cH:13][cH:14]2)=[O:18].